This data is from the Open Reaction Database (ORD), a public repository of structured organic reaction records. The task is: describe an organic reaction: reactants, conditions, products, and yield Reactants: O=C(O)c1ccc(Br)c(OCC2CCCO2)n1, CNC(=O)C(N)C(C)(C)C. Product: CNC(=O)C(NC(=O)c1ccc(Br)c(OCC2CCCO2)n1)C(C)(C)C. Reaction SMILES: [Br:1][c:2]1[cH:3][cH:4][c:5]([C:15](=[O:16])[OH:17])[n:6][c:7]1[O:8][CH2:9][CH:10]1[O:11][CH2:12][CH2:13][CH2:14]1.[NH2:18][CH:19]([C:20](=[O:21])[NH:22][CH3:23])[C:24]([CH3:25])([CH3:26])[CH3:27]>>[Br:1][c:2]1[cH:3][cH:4][c:5]([C:15](=[O:17])[NH:18][CH:19]([C:20](=[O:21])[NH:22][CH3:23])[C:24]([CH3:25])([CH3:26])[CH3:27])[n:6][c:7]1[O:8][CH2:9][CH:10]1[O:11][CH2:12][CH2:13][CH2:14]1. Reported procedure: t-Butyl 6-carbamothioylpyridazin-3-yl((1-(3-fluoropyridin-2-yl)cyclobutyl)methyl)carbamate (1.0 g, 2.4 mmol), diethylbromomalonate (2 mL, 12 mmol), and toluene were added to a round bottom flask, heated to 90° C., and stirred for 40 min. The reaction was concentrated and purified using reverse phase chromatography to yield 219 mg of ethyl 2-(6-(t-butoxycarbonyl((1-(3-fluoropyridin-2-yl)cyclobutyl)methyl)amino)pyridazin-3-yl)-4-hydroxy-2,5-dihydrothiazole-5-carboxylate as an off-white solid. Yield: 17.2%. Solvent: C1(=CC=CC=C1)C (toluene). The product is C(C)(C)(C)OC(=O)N(C1=CC=C(N=N1)C1SC(C(=N1)O)C(=O)OCC)CC1(CCC1)C1=NC=CC=C1F (ethyl 2-(6-(t-butoxycarbonyl((1-(3-fluoropyridin-2-yl)cyclobutyl)methyl)amino)pyridazin-3-yl)-4-hydroxy-2,5-dihydrothiazole-5-carboxylate). Reactants: C(N)(=S)C1=CC=C(N=N1)N(C(OC(C)(C)C)=O)CC1(CCC1)C1=NC=CC=C1F (t-Butyl 6-carbamothioylpyridazin-3-yl((1-(3-fluoropyridin-2-yl)cyclobutyl)methyl)carbamate), C(C)OC(C(C(=O)OCC)Br)=O (diethylbromomalonate). Conditions: temperature 90 celsius, time 40 minute. Reaction SMILES: [C:1]([C:4]1[N:9]=[N:8][C:7]([N:10]([CH2:18][C:19]2([C:23]3[C:28]([F:29])=[CH:27][CH:26]=[CH:25][N:24]=3)[CH2:22][CH2:21][CH2:20]2)[C:11](=[O:17])[O:12][C:13]([CH3:16])([CH3:15])[CH3:14])=[CH:6][CH:5]=1)(=[S:3])[NH2:2].[CH2:30]([O:32][C:33](=[O:41])[CH:34](Br)[C:35](OCC)=[O:36])[CH3:31]>C1(C)C=CC=CC=1>[C:13]([O:12][C:11]([N:10]([CH2:18][C:19]1([C:23]2[C:28]([F:29])=[CH:27][CH:26]=[CH:25][N:24]=2)[CH2:22][CH2:21][CH2:20]1)[C:7]1[N:8]=[N:9][C:4]([CH:1]2[N:2]=[C:35]([OH:36])[CH:34]([C:33]([O:32][CH2:30][CH3:31])=[O:41])[S:3]2)=[CH:5][CH:6]=1)=[O:17])([CH3:16])([CH3:15])[CH3:14]. Starting materials: ClC(C(=O)C1=CC=C2CN(C3=C(CN21)C=CC=C3)C(COC3=CC=C(C=C3)Cl)=O)(Cl)Cl (2,2,2-Trichloro-1-{10-[(4-chlorophenoxy)acetyl]-10,11-dihydro-5H-pyrrolo[2,1-c][1,4]benzodiazepin-3-yl}ethanone), CC=1C=C(CN)C=CC1 (3-methylbenzylamine). Yields the product ClC1=CC=C(OCC(=O)N2CC=3N(CC4=C2C=CC=C4)C(=CC3)C(=O)NCC3=CC(=CC=C3)C)C=C1 (10-[(4-CHLOROPHENOXY)ACETYL]-N-(3-METHYLBENZYL)-10,11-DIHYDRO-5H-PYRROLO[2,1-C][1,4]BENZODIAZEPINE-3-CARBOXAMIDE). RXN SMILES: ClC(Cl)(Cl)[C:3]([C:5]1[N:14]2[C:8]([CH2:9][N:10]([C:19](=[O:29])[CH2:20][O:21][C:22]3[CH:27]=[CH:26][C:25]([Cl:28])=[CH:24][CH:23]=3)[C:11]3[CH:18]=[CH:17][CH:16]=[CH:15][C:12]=3[CH2:13]2)=[CH:7][CH:6]=1)=[O:4].[CH3:32][C:33]1[CH:34]=[C:35]([CH:38]=[CH:39][CH:40]=1)[CH2:36][NH2:37]>>[Cl:28][C:25]1[CH:24]=[CH:23][C:22]([O:21][CH2:20][C:19]([N:10]2[C:11]3[CH:18]=[CH:17][CH:16]=[CH:15][C:12]=3[CH2:13][N:14]3[C:5]([C:3]([NH:37][CH2:36][C:35]4[CH:38]=[CH:39][CH:40]=[C:33]([CH3:32])[CH:34]=4)=[O:4])=[CH:6][CH:7]=[C:8]3[CH2:9]2)=[O:29])=[CH:27][CH:26]=1. Procedure details: The title compound was synthesized from 2,2,2-trichloro-1-{10-[(4-chlorophenoxy)acetyl]-10,11-dihydro-5H-pyrrolo[2,1-c][1,4]benzodiazepin-3-yl}ethanone of Example 67 (0.3 mmol) and 3-methylbenzylamine (2.2 eq.) in the manner of Example 68, m.p. 130-131° C. MS [(+)ESI, m/z]: 500 [M+H]+ Anal. Calcd for C29H26CIN3O3: C, 69.66; H, 5.24; N, 8.40. Found: C, 69.80; H, 5.30; N, 8.42. Starting materials: C1(=CC=CC=C1)C(CC(=O)OCC)C1=CNC2=CC(=CC=C12)O (Ethyl 3-phenyl-3-(6-hydroxyindol-3-yl)propionate), C1(=CC=CC=C1)C.CC(=O)C (toluene acetone), Example 1.1-1.3, BrCC(=O)OC(C)(C)C (tert-butyl bromoacetate), C([O-])([O-])=O.[K+].[K+] (potassium carbonate). The solvent is CC(=O)C (acetone). The product is C1(=CC=CC=C1)C(CC(=O)OCC)C1=CNC2=CC(=CC=C12)OCC(=O)OC(C)(C)C (ethyl 3-phenyl-3-[6-(tert-butoxycarbonylmethoxy)indol-3-yl]propionate). As a reaction SMILES: [C:1]1([CH:7]([C:14]2[C:22]3[C:17](=[CH:18][C:19]([OH:23])=[CH:20][CH:21]=3)[NH:16][CH:15]=2)[CH2:8][C:9]([O:11][CH2:12][CH3:13])=[O:10])[CH:6]=[CH:5][CH:4]=[CH:3][CH:2]=1.Br[CH2:25][C:26]([O:28][C:29]([CH3:32])([CH3:31])[CH3:30])=[O:27].C(=O)([O-])[O-].[K+].[K+].C1(C)C=CC=CC=1.CC(C)=O>CC(C)=O>[C:1]1([CH:7]([C:14]2[C:22]3[C:17](=[CH:18][C:19]([O:23][CH2:25][C:26]([O:28][C:29]([CH3:32])([CH3:31])[CH3:30])=[O:27])=[CH:20][CH:21]=3)[NH:16][CH:15]=2)[CH2:8][C:9]([O:11][CH2:12][CH3:13])=[O:10])[CH:6]=[CH:5][CH:4]=[CH:3][CH:2]=1 |f:2.3.4,5.6|. Procedure: The compound ethyl 3-phenyl-3-(6-hydroxyindol-3-yl)propionate 4 prepared analogously to Example 1.1-1.3 (3.23 mmol) is stirred overnight at 60° C. with 0.94 ml (6.4 mmol) of tert-butyl bromoacetate and 1.8 g (13 mmol) of potassium carbonate in 20 ml of acetone. When the reaction is complete (TLC check toluene/acetone 4:1), the residue is filtered off, the solution is evaporated, and the crude product is purified by chromatography on silica gel (eluent toluene/acetone 9:1), giving ethyl 3-phenyl-... Reactants: ClC1=COC2=CN=C(C=C21)C=O (3-Chlorofuro[2,3-c]pyridine-5-carbaldehyde), Cl(=O)[O-].[Na+] (sodium chlorite), OP(=O)(O)[O-].[K+] (KH2PO4). Solvent: C1CCOC1 (THF), CC(C)(C)O (t-BuOH), O (H2O). Conditions: time 18 hour. Product: ClC1=COC2=CN=C(C=C21)C(=O)O (3-chlorofuro[2,3-c]pyridine-5-carboxylic acid). Yield: 105.9%. RXN SMILES: [Cl:1][C:2]1[C:10]2[C:5](=[CH:6][N:7]=[C:8]([CH:11]=[O:12])[CH:9]=2)[O:4][CH:3]=1.Cl([O-])=[O:14].[Na+].OP([O-])(O)=O.[K+]>C1COCC1.CC(O)(C)C.O>[Cl:1][C:2]1[C:10]2[C:5](=[CH:6][N:7]=[C:8]([C:11]([OH:14])=[O:12])[CH:9]=2)[O:4][CH:3]=1 |f:1.2,3.4|. Procedure: Oxalyl chloride (231 μL, 2.6 mmol) is combined with CH2Cl2 (10 mL), cooled to −78° C., treated dropwise with DMSO (373 μL, 5.3 mmol) and stirred for 20 min. The cooled solution is treated dropwise with a solution of (3-chlorofuro[2,3-c]pyridin-5-yl)methanol (420 mg, 2.3 mmol) in THF (5 mL)/CH2Cl2 (5 mL), stirred for 1 h, then treated dropwise with Et3N (1.59 mL, 11.45 mmol). The mixture is stirred for 30 min at −78° C., then 30 min at 0° C. The mixture is washed with saturated NaHCO3 (20 mL) and... Reactants: Cl (HCl), [H-].[Al+3].[Li+].[H-].[H-].[H-] (lithium aluminium hydride), ClC=1C=CC=2C[C@H]3N(C2C1)C([C@@H](NC3=O)C)=O ((3S,10aR) 7-chloro-1,2,3,4,10,10a-hexahydro-3-methylpyrazino[1,2-a]indole-1,4-dione), [OH-].[Na+] (NaOH), S(=O)(=O)([O-])[O-].[Mg+2] (magnesium sulfate). The solvent is CCOCC (ether), O (Water), CCOCC (ether), O (water). Yields the product Cl.ClC=1C=CC=2C[C@H]3N(C2C1)C[C@@H](NC3)C ((3S,10aR) 7-Chloro-1,2,3,4,10,10a-hexahydro-3-methylpyrazino[1,2-a]indole hydrochloride). Isolated yield 145.0%. As a reaction SMILES: [H-].[Al+3].[Li+].[H-].[H-].[H-].[Cl:7][C:8]1[CH:9]=[CH:10][C:11]2[CH2:12][C@@H:13]3[C:20](=O)[NH:19][C@@H:18]([CH3:22])[C:17](=O)[N:14]3[C:15]=2[CH:16]=1.[OH-].[Na+].S([O-])([O-])(=O)=O.[Mg+2].Cl>CCOCC.O>[ClH:7].[Cl:7][C:8]1[CH:9]=[CH:10][C:11]2[CH2:12][C@@H:13]3[CH2:20][NH:19][C@@H:18]([CH3:22])[CH2:17][N:14]3[C:15]=2[CH:16]=1 |f:0.1.2.3.4.5,7.8,9.10,14.15|. Procedure details: To a stirred suspension of lithium aluminium hydride (95%; 55 mg, 1.4 mmol) in anhydrous ether (15 mL) under Ar was added (3S,10aR) 7-chloro-1,2,3,4,10,10a-hexahydro-3-methylpyrazino[1,2-a]indole-1,4-dione (83 mg, 0.33 mmol). The mixture was heated at reflux for 18 h, then allowed to cool to ambient temperature. Water (0.06 mL) was added, followed by aqueous NaOH (15% w/v; 0.06 mL) then water (0.18 mL) and magnesium sulfate (2 g) was added. The mixture was filtered and the filter-cake washed wit... Starting materials: C12C(CCC1)O2 (cyclopentene oxide), NCCC1=CC=C(C=C1)O (tyramine). Solvent: [OH-].[Na+] (NaOH), CCOC(=O)C (EtOAc). Conditions: time 6 hour. The product is OC1C(CCC1)NCCC1=CC=C(C=C1)O (4-[2-(2-Hydroxycyclopentylamino)ethyl]phenol), isomeric mixture. Yield: 45.0%. As a reaction SMILES: [CH:1]12[O:6][CH:2]1[CH2:3][CH2:4][CH2:5]2.[NH2:7][CH2:8][CH2:9][C:10]1[CH:15]=[CH:14][C:13]([OH:16])=[CH:12][CH:11]=1>[OH-].[Na+].CCOC(C)=O>[OH:6][CH:1]1[CH2:5][CH2:4][CH2:3][CH:2]1[NH:7][CH2:8][CH2:9][C:10]1[CH:15]=[CH:14][C:13]([OH:16])=[CH:12][CH:11]=1 |f:2.3|. Procedure details: Stir a mixture of cyclopentene oxide (482.0 mg, 5.73 mmol) and tyramine (943.2 mg, 6.88 mmol) in 1.0 N NaOH (20 mL) at room temperature for 64 hours, at 45-55° C. for 6 hours, and at 100° C. for 18 hours. Quench the reaction with saturated aqueous NH4Cl (40 mL) and take it up in EtOAc (50 mL). Separate the layers after shaking. Wash the organic layer with H2O and brine (50 mL each). Back-extract the aqueous layers with CH2Cl2, EtOAc and CH2Cl2 (50 mL each). Adjust the pH of the combined aqueous ...